From a dataset of the Open Reaction Database (ORD), a public repository of structured organic reaction records. describe an organic reaction: reactants, conditions, products, and yield Starting materials: C12(CC3CC(CC(C1)C3)C2)CC(=O)N (adamant-1-yl acetamide), [H-].[Al+3].[Li+].[H-].[H-].[H-] (lithium aluminum hydride), S(=O)(=O)([O-])[O-].[Na+].[Na+] (sodium sulfate). Run in O1CCCC1 (tetrahydrofuran). Conditions: temperature 5 celsius. Product: C12(CC3CC(CC(C1)C3)C2)CCN (2-(Adamant-1-yl)ethylamine). As a reaction SMILES: [C:1]12([CH2:11][C:12]([NH2:14])=O)[CH2:10][CH:5]3[CH2:6][CH:7]([CH2:9][CH:3]([CH2:4]3)[CH2:2]1)[CH2:8]2.[H-].[Al+3].[Li+].[H-].[H-].[H-].S([O-])([O-])(=O)=O.[Na+].[Na+]>O1CCCC1>[C:1]12([CH2:11][CH2:12][NH2:14])[CH2:8][CH:7]3[CH2:6][CH:5]([CH2:4][CH:3]([CH2:9]3)[CH2:2]1)[CH2:10]2 |f:1.2.3.4.5.6,7.8.9|. Reported procedure: In this preparation a mixture containing 15 g. of 1-adamantyl acetic acid and 40 ml. of thionyl chloride is allowed to stand for 16 hours at room temperature. The excess thionyl chloride is then removed by evaporation, under reduced pressure, at 60° C affording adamant-1-yl acetyl chloride as an oil. The oil is then dissolved in 800 ml. of ethyl ether and then ammonia is bubbled through the solution until about 12.8 g. is absorbed. The solution is then washed twice with water, dried over anhydro...